From a dataset of the Open Reaction Database (ORD), a public repository of structured organic reaction records. describe an organic reaction: reactants, conditions, products, and yield Starting materials: ClC1=CC=C(C(=O)C2=CC=C(C=C2)Cl)C=C1 (4,4'-dichlorobenzophenone), [BH4-].[Na+] (sodium borohydride), Cl (hydrochloric acid). Run in C(C)(C)O (isopropyl alcohol). Reaction conditions: temperature 50 celsius, time 4 hour. Yields the product ClC1=CC=C(C=C1)C(O)C1=CC=C(C=C1)Cl (bis(4-chlorophenyl)methanol). Isolated yield 98.8%. Reaction SMILES: [Cl:1][C:2]1[CH:16]=[CH:15][C:5]([C:6]([C:8]2[CH:13]=[CH:12][C:11]([Cl:14])=[CH:10][CH:9]=2)=[O:7])=[CH:4][CH:3]=1.[BH4-].[Na+].Cl>C(O)(C)C>[Cl:1][C:2]1[CH:16]=[CH:15][C:5]([CH:6]([C:8]2[CH:13]=[CH:12][C:11]([Cl:14])=[CH:10][CH:9]=2)[OH:7])=[CH:4][CH:3]=1 |f:1.2|. Procedure: To a solution of 4,4'-dichlorobenzophenone (2.51 g) in isopropyl alcohol (15 ml) was added sodium borohydride (0.45 g). The mixture was stirred for 4 hours at 50° C. and poured into diluted hydrochloric acid (60 ml). The organic layer was extracted with ethyl acetate (20 ml) and washed with water (30 ml×2). The solution was dried over magnesium sulfate. The solvent was removed in vacuo to give colorless oil of bis(4-chlorophenyl)methanol (2.50 g). Starting materials: CCN(CC)S(F)(F)F (DAST), C(C)N(C(C1=C(C(=CC=C1CO)F)[Si](C)(C)C)=O)CC (N,N-Diethyl-3-fluoro-6-(hydroxymethyl)-2-(trimethylsilyl)benzamide), ice water. Run in C(Cl)Cl (CH2Cl2). The product is C(C)N(C(C1=C(C(=CC=C1CF)F)[Si](C)(C)C)=O)CC (N,N-Diethyl-3-fluoro-6-(fluoromethyl)-2-(trimethylsilyl)benzamide). The yield is 83.5%. RXN SMILES: CCN(S(F)(F)[F:7])CC.[CH2:10]([N:12]([CH2:28][CH3:29])[C:13](=[O:27])[C:14]1[C:19]([CH2:20]O)=[CH:18][CH:17]=[C:16]([F:22])[C:15]=1[Si:23]([CH3:26])([CH3:25])[CH3:24])[CH3:11]>C(Cl)Cl>[CH2:10]([N:12]([CH2:28][CH3:29])[C:13](=[O:27])[C:14]1[C:19]([CH2:20][F:7])=[CH:18][CH:17]=[C:16]([F:22])[C:15]=1[Si:23]([CH3:26])([CH3:25])[CH3:24])[CH3:11]. Procedure: A solution of DAST (400 mg, 2.5 mmol) and the compound of Example 54 (660 mg, 2.2 mmol) in CH2Cl2 (30 mL) was stirred for 2 h at 25° C. The solution was poured into ice water (50 mL) and extracted with CH2Cl2. The organic extracts were combined, washed with brine, dried (MgSO4), concentrated, and purified by RC with 1:9 ethyl acetate/hexanes to give 550 mg of the title compound as a yellow oil, an 83% yield. The reactants are BrC1=CC=C(C=N1)OCC(CO)CO[Si](C)(C)C(C)(C)C (3-[(6-bromo-3-pyridinyl)oxy]-2-({[tert-butyl(dimethyl)silyl]oxy}methyl)-1-propanol), N1C=NC=C1 (imidazole), II (I2), C1=CC=C(C=C1)P(C2=CC=CC=C2)C3=CC=CC=C3 (PPh3). Yields the product BrC1=NC=C(C=C1)OCC(CO[Si](C)(C)C(C)(C)C)CI (2-bromo-5-[3-{[tert-butyl(dimethyl)silyl]oxy}-2-(iodomethyl)propoxy]pyridine). Isolated yield 97.0%. Reaction SMILES: [Br:1][C:2]1[N:7]=[CH:6][C:5]([O:8][CH2:9][CH:10]([CH2:13][O:14][Si:15]([C:18]([CH3:21])([CH3:20])[CH3:19])([CH3:17])[CH3:16])[CH2:11]O)=[CH:4][CH:3]=1.[I:22]I.C1C=CC(P(C2C=CC=CC=2)C2C=CC=CC=2)=CC=1.N1C=CN=C1>>[Br:1][C:2]1[CH:3]=[CH:4][C:5]([O:8][CH2:9][CH:10]([CH2:11][I:22])[CH2:13][O:14][Si:15]([C:18]([CH3:21])([CH3:20])[CH3:19])([CH3:17])[CH3:16])=[CH:6][N:7]=1. Reported procedure: Iodination of alcohol 187 with I2, PPh3 and imidazole as in Example 2GGG above for 18 h, followed by chromatography of the product on silica gel, eluting with petroleum ether and pentane (foreruns) and then with 5-25% Et2O/pentane, gave 2-bromo-5-[3-{[tert-butyl(dimethyl)silyl]oxy}-2-(iodomethyl)propoxy]pyridine (188) (97%) as a colourless oil; 1H NMR (CDCl3) δ 8.07 (d, J=3.0 Hz, 1H), 7.37 (dd, J=8.7, 0.3 Hz, 1H), 7.11 (dd, J=8.7, 3.2 Hz, 1H), 4.06 (dd, J=9.2, 5.7 Hz, 1H), 3.99 (dd, J=9.2, 6.1 H... Reactants: CC(C)(C)OC(=O)N1CC(O)C(N2CCN(C(=O)c3ccc(Cl)cc3)CC2)C1, ClCCl. The product is O=C(c1ccc(Cl)cc1)N1CCN(C2CNCC2O)CC1. Reaction SMILES: [C:1]([O:2][C:3](=[O:4])[N:8]1[CH2:9][CH:10]([N:14]2[CH2:15][CH2:16][N:17]([C:20]([c:21]3[cH:22][cH:23][c:24]([Cl:27])[cH:25][cH:26]3)=[O:28])[CH2:18][CH2:19]2)[CH:11]([OH:13])[CH2:12]1)([CH3:5])([CH3:6])[CH3:7].[Cl:29][CH2:30][Cl:31]>>[NH:8]1[CH2:9][CH:10]([N:14]2[CH2:15][CH2:16][N:17]([C:20]([c:21]3[cH:22][cH:23][c:24]([Cl:27])[cH:25][cH:26]3)=[O:28])[CH2:18][CH2:19]2)[CH:11]([OH:13])[CH2:12]1. The reactants are C(CCCCCCCCCCC)(=O)[O-].C(CCCCCCCCCCC)(=O)[O-].C(CCC)[Sn+2]CCCC (di-n-butyltin dilaurate), ON1C(CC(CC1(C)C)O)(C)C (1-oxyl-2,2,6,6-tetramethyl-4-hydroxypiperidine), C(CCC)N=C=O (butyl isocyanate). Solvent: C(Cl)(Cl)(Cl)Cl (carbon tetrachloride). Conditions: time 4 hour. The product is C(CCC)NC(OC1CC(N(C(C1)(C)C)O)(C)C)=O (1-Oxyl-2,2,6,6-Tetramethyl-Piperidin-4-yl Butylcarbamate). RXN SMILES: C([O-])(=O)CCCCCCCCCCC.C([O-])(=O)CCCCCCCCCCC.C([Sn+2]CCCC)CCC.[OH:38][N:39]1[C:44]([CH3:46])([CH3:45])[CH2:43][CH:42]([OH:47])[CH2:41][C:40]1([CH3:49])[CH3:48].[CH2:50]([N:54]=[C:55]=[O:56])[CH2:51][CH2:52][CH3:53]>C(Cl)(Cl)(Cl)Cl>[CH2:50]([NH:54][C:55](=[O:56])[O:47][CH:42]1[CH2:43][C:44]([CH3:45])([CH3:46])[N:39]([OH:38])[C:40]([CH3:49])([CH3:48])[CH2:41]1)[CH2:51][CH2:52][CH3:53] |f:0.1.2|. Procedure: 0.1 g of di-n-butyltin dilaurate is added to a solution of 1.0 g (5.8 mmol) of 1-oxyl-2,2,6,6-tetramethyl-4-hydroxypiperidine and 0.58 g (5.8 mmol) of butyl isocyanate in 10 mL of carbon tetrachloride. After stirring for four hours at ambient temperature, the solution is concentrated and the title compound is isolated as a red oil after column chromatography. Starting materials: CO (methanol), C([O-])([O-])=O.[Cs+].[Cs+] (cesium carbonate), C(C)(C)(C)P(C1=C(C(=C(C(=C1C)C)C)C)C1=C(C=CC2=CC=CC=C12)C(C)C)C(C)(C)C (di-tert-butyl(2-(2-isopropylnaphthalen-1-yl)-3,4,5,6-tetramethylphenyl)phosphine), ClC=1N=C(C=C2C1OC1(C[C@@H]2NC[C@H]([C@H](CC2=CC(=CC=C2)F)NC(C)=O)O)CCC1)CC(C)(C)C (N-((1S,2R)-3-(((4′S)-8′-chloro-6′-(2,2-dimethylpropyl)-3′,4′-dihydrospiro[cyclobutane-1,2′-pyrano[2,3-c]pyridin]-4′-yl)amino)-1-((3-fluorophenyl)methyl)-2-hydroxypropyl)acetamide). The reagents and catalysts are C(C)(=O)[O-].[Pd+2].C(C)(=O)[O-] (palladium(II) acetate). The solvent is C1(=CC=CC=C1)C (toluene). Conditions: temperature 110 celsius. Product: CC(CC=1C=C2C(=C(N1)OC)OC1(C[C@@H]2NC[C@H]([C@H](CC2=CC(=CC=C2)F)NC(C)=O)O)CCC1)(C)C (N-((1S,2R)-3-(((4′S)-6′-(2,2-dimethylpropyl)-8′-(methyloxy)-3′,4′-dihydrospiro[cyclobutane-1,2′-pyrano[2,3-c]pyridin]-4′-yl)amino)-1-((3-fluorophenyl)methyl)-2-hydroxypropyl)acetamide). Reaction SMILES: [C:1](=O)([O-])[O-:2].[Cs+].[Cs+].C(P(C(C)(C)C)C1C(C)=C(C)C(C)=C(C)C=1C1C2C(=CC=CC=2)C=CC=1C(C)C)(C)(C)C.Cl[C:40]1[N:41]=[C:42]([CH2:70][C:71]([CH3:74])([CH3:73])[CH3:72])[CH:43]=[C:44]2[C@@H:49]([NH:50][CH2:51][C@@H:52]([OH:66])[C@@H:53]([NH:62][C:63](=[O:65])[CH3:64])[CH2:54][C:55]3[CH:60]=[CH:59][CH:58]=[C:57]([F:61])[CH:56]=3)[CH2:48][C:47]3([CH2:69][CH2:68][CH2:67]3)[O:46][C:45]=12.CO>C([O-])(=O)C.[Pd+2].C([O-])(=O)C.C1(C)C=CC=CC=1>[CH3:72][C:71]([CH3:74])([CH3:73])[CH2:70][C:42]1[CH:43]=[C:44]2[C@@H:49]([NH:50][CH2:51][C@@H:52]([OH:66])[C@@H:53]([NH:62][C:63](=[O:65])[CH3:64])[CH2:54][C:55]3[CH:60]=[CH:59][CH:58]=[C:57]([F:61])[CH:56]=3)[CH2:48][C:47]3([CH2:69][CH2:68][CH2:67]3)[O:46][C:45]2=[C:40]([O:2][CH3:1])[N:41]=1 |f:0.1.2,6.7.8|. Procedure: To a 2 mL microwave vial is added cesium carbonate (283 mg, 869 μmol), di-tert-butyl(2-(2-isopropylnaphthalen-1-yl)-3,4,5,6-tetramethylphenyl)phosphine (71 mg, 159 μmol), palladium(II) acetate (33 mg, 145 μmol), and N-((1S,2R)-3-(((4′S)-8′-chloro-6′-(2,2-dimethylpropyl)-3′,4′-dihydrospiro[cyclobutane-1,2′-pyrano[2,3-c]pyridin]-4′-yl)amino)-1-((3-fluorophenyl)methyl)-2-hydroxypropyl)acetamide (75 mg, 145 μmol) were added and the vial was flushed with N2 5×, then methanol (160 μl, 3619 μmol) and t... Reactants: CS(C)=O, O=C(c1ccc(F)cc1)N1CCCC1CN1CCCC1, NCCN1CCCC1. The product is O=C(c1ccc(NCCN2CCCC2)cc1)N1CCCC1CN1CCCC1. As a reaction SMILES: [CH3:29][S:30]([CH3:31])=[O:32].[F:1][c:2]1[cH:3][cH:4][c:5]([C:8](=[O:9])[N:10]2[CH:11]([CH2:15][N:16]3[CH2:17][CH2:18][CH2:19][CH2:20]3)[CH2:12][CH2:13][CH2:14]2)[cH:6][cH:7]1.[N:21]1([CH2:26][CH2:27][NH2:28])[CH2:22][CH2:23][CH2:24][CH2:25]1>>[c:2]1([NH:28][CH2:27][CH2:26][N:21]2[CH2:22][CH2:23][CH2:24][CH2:25]2)[cH:3][cH:4][c:5]([C:8](=[O:9])[N:10]2[CH:11]([CH2:15][N:16]3[CH2:17][CH2:18][CH2:19][CH2:20]3)[CH2:12][CH2:13][CH2:14]2)[cH:6][cH:7]1.